Dataset: the Open Reaction Database (ORD), a public repository of structured organic reaction records. Task: describe an organic reaction: reactants, conditions, products, and yield Starting materials: C(C)(C)(C)OC(=O)CON1C(C=2C(C1=O)=CC=CC2)=O (N-t-butoxycarbonylmethoxyphthalimide), O.NN (hydrazine hydrate), CCOCC (ether), N (Ammonia). Run in C(Cl)Cl (methylene chloride), CO (methanol). Reaction conditions: time 1.5 hour. Yields the product C(C)(C)(C)OC(=O)CON (t-butoxycarbonylmethoxyamine). Reaction SMILES: [C:1]([O:5][C:6]([CH2:8][O:9][N:10]1C(=O)C2=CC=CC=C2C1=O)=[O:7])([CH3:4])([CH3:3])[CH3:2].O.NN.N.CCOCC>C(Cl)Cl.CO>[C:1]([O:5][C:6]([CH2:8][O:9][NH2:10])=[O:7])([CH3:4])([CH3:3])[CH3:2] |f:1.2|. Reported procedure: A solution of N-t-butoxycarbonylmethoxyphthalimide (21g) in methylene chloride (250ml) was treated with 100% hydrazine hydrate (7.6ml) in methanol (15ml), and the mixture was stirred for 1.5 hr. 5N-Ammonia solution was added to dissolve the precipitated solid. The organic layer was separated, and the aqueous layer was further extracted with methylene chloride. The combined extracts were washed with water, dried, and evaporated to give a pale-yellow solid. To this was added ether, the mixture was... Reactants: B, C1CCOC1, COCCCN1CCOc2ccc(COC3CN(S(=O)(=O)c4ccc(C)cc4)C(CC(=O)O)CC3c3ccc(COCC(C)COC)cc3)cc21, C1CCOC1. Yields the product COCCCN1CCOc2ccc(COC3CN(S(=O)(=O)c4ccc(C)cc4)C(CCO)CC3c3ccc(COCC(C)COC)cc3)cc21. Reaction SMILES: [BH3:57].[CH2:58]1[O:59][CH2:60][CH2:61][CH2:62]1.[CH3:1][O:2][CH2:3][CH:4]([CH2:5][O:6][CH2:7][c:8]1[cH:9][cH:10][c:11]([CH:14]2[CH2:15][CH:16]([CH2:47][C:48](=[O:49])[OH:50])[N:17]([S:37](=[O:38])(=[O:39])[c:40]3[cH:41][cH:42][c:43]([CH3:46])[cH:44][cH:45]3)[CH2:18][CH:19]2[O:20][CH2:21][c:22]2[cH:23][cH:24][c:25]3[c:26]([cH:36]2)[N:27]([CH2:31][CH2:32][CH2:33][O:34][CH3:35])[CH2:28][CH2:29][O:30]3)[cH:12][cH:13]1)[CH3:51].[O:52]1[CH2:53][CH2:54][CH2:55][CH2:56]1>>[CH3:1][O:2][CH2:3][CH:4]([CH2:5][O:6][CH2:7][c:8]1[cH:9][cH:10][c:11]([CH:14]2[CH2:15][CH:16]([CH2:47][CH2:48][OH:49])[N:17]([S:37](=[O:38])(=[O:39])[c:40]3[cH:41][cH:42][c:43]([CH3:46])[cH:44][cH:45]3)[CH2:18][CH:19]2[O:20][CH2:21][c:22]2[cH:23][cH:24][c:25]3[c:26]([cH:36]2)[N:27]([CH2:31][CH2:32][CH2:33][O:34][CH3:35])[CH2:28][CH2:29][O:30]3)[cH:12][cH:13]1)[CH3:51]. The reactants are OCC(=O)[C@@H](O)[C@H](O)[C@@H](O)CO (L-sorbose), O (water), S(O)(O)(=O)=O (sulfuric acid). Solvent: CC(=O)C (acetone), CC(=O)C (acetone), CC(=O)C (acetone). Product: OCC(=O)[C@H](O)[C@@H](O)[C@H](O)CO.CC(=O)C.CC(=O)C (diacetone sorbose). Yield: 172.5%. Reaction SMILES: [OH:1][CH2:2][C:3]([C@H:5]([C@@H:7]([C@H:9]([CH2:11][OH:12])[OH:10])[OH:8])[OH:6])=[O:4].O.S(=O)(=O)(O)O>CC(C)=O>[OH:1][CH2:2][C:3]([C@@H:5]([C@H:7]([C@@H:9]([CH2:11][OH:12])[OH:10])[OH:8])[OH:6])=[O:4].[CH3:2][C:3]([CH3:5])=[O:4].[CH3:2][C:3]([CH3:5])=[O:4] |f:4.5.6|. Procedure details: An amount of 100 g of L-sorbose, 1400 ml of hydrous acetone containing water in amounts of 1500 ppm, and 30 ml of concentrated sulfuric acid were placed in a 3 l-capacity flask. The mixture was reacted at 30° C. under stirring and under a reduced pressure for 1.5 hours in the same manner as in Example 1 except that the same hydrous acetone as above was used as an additive acetone, to provide 94.6 g (65.5% yield) of diacetone sorbose. Reactants: CC=1C=C(C=CC1)NC(NC(C(=O)O)CC1=CC=CC=C1)=O ((RS)-2-[3-(3-methylphenyl)ureido]-3-phenylpropanoic acid), N(C1=CC=CC=C1)CC(=O)OC(C)(C)C (tert-butyl anilinoacetate). Run in S(=O)(Cl)Cl (thionyl chloride), ClCCCl (1,2-dichloroethane). Product: CC=1C=C(C=CC1)NC(NC(C(=O)N(CC(=O)OC(C)(C)C)C1=CC=CC=C1)CC1=CC=CC=C1)=O (tert-butyl (RS)-N-{2-[3-(3-methylphenyl)ureido]-3-phenylpropionyl}-N-phenylglycinate). Isolated yield 41.2%. As a reaction SMILES: [CH3:1][C:2]1[CH:3]=[C:4]([NH:8][C:9](=[O:22])[NH:10][CH:11]([CH2:15][C:16]2[CH:21]=[CH:20][CH:19]=[CH:18][CH:17]=2)[C:12]([OH:14])=O)[CH:5]=[CH:6][CH:7]=1.[NH:23]([CH2:30][C:31]([O:33][C:34]([CH3:37])([CH3:36])[CH3:35])=[O:32])[C:24]1[CH:29]=[CH:28][CH:27]=[CH:26][CH:25]=1>ClCCCl.S(Cl)(Cl)=O>[CH3:1][C:2]1[CH:3]=[C:4]([NH:8][C:9](=[O:22])[NH:10][CH:11]([CH2:15][C:16]2[CH:21]=[CH:20][CH:19]=[CH:18][CH:17]=2)[C:12]([N:23]([C:24]2[CH:29]=[CH:28][CH:27]=[CH:26][CH:25]=2)[CH2:30][C:31]([O:33][C:34]([CH3:37])([CH3:35])[CH3:36])=[O:32])=[O:14])[CH:5]=[CH:6][CH:7]=1. Reported procedure: Working as in Example 15, but starting with (RS)-2-[3-(3-methylphenyl)ureido]-3-phenylpropanoic acid (4.8 g) and tert-butyl anilinoacetate (3.3 g) in anhydrous 1,2-dichloroethane (300 cc) and thionyl chloride (1.16 cc), and recrystallizing successively in diethyl ether and then in isopropanol, tert-butyl (RS)-N-{2-[3-(3-methylphenyl)ureido]-3-phenylpropionyl}-N-phenylglycinate (3.2 g), m.p. 198° C., is obtained.